Dataset: the Open Reaction Database (ORD), a public repository of structured organic reaction records. Task: describe an organic reaction: reactants, conditions, products, and yield The product is CNC1=CC=2C3=C(C(NC2C=C1)=O)NC=C3.Cl.C(C)C(=O)O (8-methylamino-4-oxo-4,5-dihydro-3H-pyrrolo[2,3-c]quinoline 1-ethyl carboxylate hydrochloride). RXN SMILES: [CH:1]([NH:3][C:4]1[CH:13]=[CH:12][C:11]2[NH:10][C:9](=[O:14])[C:8]3[NH:15][CH:16]=[CH:17][C:7]=3[C:6]=2[CH:5]=1)=O.[CH2:18]([C:20]([O-:22])=[O:21])[CH3:19].[ClH:23]>O1CCCC1.C(OCC)C>[CH3:1][NH:3][C:4]1[CH:13]=[CH:12][C:11]2[NH:10][C:9](=[O:14])[C:8]3[NH:15][CH:16]=[CH:17][C:7]=3[C:6]=2[CH:5]=1.[ClH:23].[CH2:18]([C:20]([OH:22])=[O:21])[CH3:19] |f:0.1,5.6.7|. Run at time 8 hour. Procedure details: 0.41 mL (0.41 mmol) of a 1M solution of a borane-tetrahydrofuran complex in tetrahydrofuran is added to a solution of 45 mg (0.15 mmol) of 8-formylamino-4-oxo-4,5-dihydro-3H-pyrrolo[2,3-c]quinoline-1-ethyl carboxylate in 0.5 mL of anhydrous tetrahydrofuran. The reaction mixture is stirred overnight at room temperature then for 8 hours under reflux before further addition of 0.3 mL of a 1M solution of a borane-tetrahydrofuran complex in tetrahydrofuran. The reaction mixture is then stirred for 3 ... The reactants are solution, solution, C(=O)NC1=CC=2C3=C(C(NC2C=C1)=O)NC=C3.C(C)C(=O)[O-] (8-formylamino-4-oxo-4,5-dihydro-3H-pyrrolo[2,3-c]quinoline 1-ethyl carboxylate), Cl (hydrochloric acid). Run in O1CCCC1 (tetrahydrofuran), C(C)OCC (diethyl ether), O1CCCC1 (tetrahydrofuran), O1CCCC1 (tetrahydrofuran). Yield: 49.4%. The reactants are COC([C@@H](CC1=CC2=CC=CC=C2C=C1)NCCNC(=O)OC(C)(C)C)=O ((2R)-2-((2-(tert-butoxycarbonylamino)ethyl)amino)-3-(2-naphthyl)propionic acid methylester). The solvent is C(=O)(C(F)(F)F)O (TFA), C(Cl)Cl (methylene chloride). Reaction conditions: time 8 hour. The product is C1=C(C=CC2=CC=CC=C12)C[C@@H]1C(NCCN1)=O ((3R)-3-((2-naphthyl)methyl)piperazin-2-one). Isolated yield 89.6%. RXN SMILES: COC(=O)[C@H:4]([NH:16][CH2:17][CH2:18][NH:19][C:20]([O:22]C(C)(C)C)=O)[CH2:5][C:6]1[CH:15]=[CH:14][C:13]2[C:8](=[CH:9][CH:10]=[CH:11][CH:12]=2)[CH:7]=1>C(O)(C(F)(F)F)=O.C(Cl)Cl>[CH:7]1[C:8]2[C:13](=[CH:12][CH:11]=[CH:10][CH:9]=2)[CH:14]=[CH:15][C:6]=1[CH2:5][C@H:4]1[NH:16][CH2:17][CH2:18][NH:19][C:20]1=[O:22]. Procedure details: (2R)-2-((2-(tert-butoxycarbonylamino)ethyl)amino)-3-(2-naphthyl)propionic acid methylester (3.4 g, 9.1 mmol) was stirred for 1 h in a mixture of TFA (5 ml) and methylene chloride(5 ml). The volatiles were removed in vacuo and the residue was dissolved in a mixture of water (40 ml) and methanol (100 ml). Sodium hydrogencarbonate (2.3 g) was added and the mixture was stirred overnight. The solvent was removed in vacuo and the residue was dissolved in water (40 ml) and extracted with ethyl acetate ... The reactants are CC(CBr)CCC(=O)O, CC#N, CCOCC, c1ccc(P(c2ccccc2)c2ccccc2)cc1. Yields the product [Br-], CC(CCC(=O)O)C[P+](c1ccccc1)(c1ccccc1)c1ccccc1. Reaction SMILES: [Br:1][CH2:2][CH:3]([CH2:4][CH2:5][C:6](=[O:7])[OH:8])[CH3:9].[CH3:29][C:30]#[N:31].[CH3:32][CH2:33][O:34][CH2:35][CH3:36].[c:10]1([P:16]([c:17]2[cH:18][cH:19][cH:20][cH:21][cH:22]2)[c:23]2[cH:24][cH:25][cH:26][cH:27][cH:28]2)[cH:11][cH:12][cH:13][cH:14][cH:15]1>>[Br-:1].[CH2:2]([CH:3]([CH2:4][CH2:5][C:6](=[O:7])[OH:8])[CH3:9])[P+:16]([c:10]1[cH:11][cH:12][cH:13][cH:14][cH:15]1)([c:17]1[cH:18][cH:19][cH:20][cH:21][cH:22]1)[c:23]1[cH:24][cH:25][cH:26][cH:27][cH:28]1.